From a dataset of the Open Reaction Database (ORD), a public repository of structured organic reaction records. describe an organic reaction: reactants, conditions, products, and yield The reactants are CC(=O)CCC=C(C)CCC=C(C)C, CCOC(=O)CP(=O)(OCC)OCC, CCO, [Na], O, c1ccccc1. The product is CCOC(=O)C=C(C)CCC=C(C)CCC=C(C)C. RXN SMILES: [CH2:5]([CH:6]=[C:7]([CH3:8])[CH2:9][CH2:10][CH:11]=[C:12]([CH3:13])[CH3:14])[CH2:15][C:16]([CH3:17])=[O:18].[CH3:19][CH2:20][O:21][C:22](=[O:23])[CH2:24][P:25]([O:26][CH2:27][CH3:28])([O:29][CH2:30][CH3:31])=[O:32].[CH3:2][CH2:3][OH:4].[Na:1].[OH2:33].[cH:34]1[cH:35][cH:36][cH:37][cH:38][cH:39]1>>[CH2:5]([CH:6]=[C:7]([CH3:8])[CH2:9][CH2:10][CH:11]=[C:12]([CH3:13])[CH3:14])[CH2:15][C:16]([CH3:17])=[CH:24][C:22]([O:21][CH2:20][CH3:19])=[O:23]. Reactants: CCN(C(C)C)C(C)C (DIPEA), FC1=C(C(=O)O)C=C(C=C1)CC1=NNC(C2=CC=CC=C12)=O (2-fluoro-5-(4-oxo-3,4-dihydro-phthalazin-1-ylmethyl)-benzoic acid), COC[C@H](C)OC1CCNCC1 ((S)-4-(1-methoxypropan-2-yloxy)piperidine), 2-(1H-benzo[d][1,2,3]triazol-1-yl)-1,1,3,3-tetramethylisouronium tetrafluoroborate. The solvent is CN(C)C=O (DMF). Run at time 1 hour. Yields the product FC1=C(C=C(CC2=NNC(C3=CC=CC=C23)=O)C=C1)C(=O)N1CCC(CC1)O[C@H](COC)C ((S)-4-(4-fluoro-3-(4-(1-methoxypropan-2-yloxy)piperidine-1-carbonyl)benzyl)phthalazin-1(2H)-one). Isolated yield 70.7%. As a reaction SMILES: [F:1][C:2]1[CH:10]=[CH:9][C:8]([CH2:11][C:12]2[C:21]3[C:16](=[CH:17][CH:18]=[CH:19][CH:20]=3)[C:15](=[O:22])[NH:14][N:13]=2)=[CH:7][C:3]=1[C:4](O)=[O:5].[CH3:23][O:24][CH2:25][C@@H:26]([O:28][CH:29]1[CH2:34][CH2:33][NH:32][CH2:31][CH2:30]1)[CH3:27].CCN(C(C)C)C(C)C>CN(C=O)C>[F:1][C:2]1[CH:10]=[CH:9][C:8]([CH2:11][C:12]2[C:21]3[C:16](=[CH:17][CH:18]=[CH:19][CH:20]=3)[C:15](=[O:22])[NH:14][N:13]=2)=[CH:7][C:3]=1[C:4]([N:32]1[CH2:33][CH2:34][CH:29]([O:28][C@@H:26]([CH3:27])[CH2:25][O:24][CH3:23])[CH2:30][CH2:31]1)=[O:5]. Procedure: 2-fluoro-5-((4-oxo-3,4-dihydrophthalazin-1-yl)methyl)benzoic acid (1) (0.2 g, 0.67 mmol), (S)-4-(1-methoxypropan-2-yloxy)piperidine (92) (0.151 g, 0.87 mmol) and 2-(1H-benzo[d][1,2,3]triazol-1-yl)-1,1,3,3-tetramethylisouronium tetrafluoroborate (0.280 g, 0.87 mmol) were dissolved in DMF (10 mL), to this was added DIPEA (0.152 mL, 0.87 mmol) and the reaction was stirred for 1 hour. The solvent was evaporated to dryness and the gum was dissolved in acetonitrile (4 mL) and purified by preparative H... Starting materials: CO, CCO, ClCCl, Cl, [Na+], [OH-], CCCCC(=O)N(Cc1ccc(-c2ccccc2-c2nnn[nH]2)cc1)CC(CC)(CC)C(=O)OCC. Yields the product CCCCC(=O)N(Cc1ccc(-c2ccccc2-c2nnn[nH]2)cc1)CC(CC)(CC)C(=O)O. RXN SMILES: [CH3:43][OH:44].[CH3:45][CH2:46][OH:47].[Cl:40][CH2:41][Cl:42].[ClH:39].[Na+:38].[OH-:37].[nH:1]1[n:2][n:3][n:4][c:5]1-[c:6]1[c:7](-[c:12]2[cH:13][cH:14][c:15]([CH2:18][N:19]([C:20]([CH2:21][CH2:22][CH2:23][CH3:24])=[O:25])[CH2:26][C:27]([C:28](=[O:29])[O:30][CH2:31][CH3:32])([CH2:33][CH3:34])[CH2:35][CH3:36])[cH:16][cH:17]2)[cH:8][cH:9][cH:10][cH:11]1>>[n:1]1[n:2][n:3][nH:4][c:5]1-[c:6]1[c:7](-[c:12]2[cH:13][cH:14][c:15]([CH2:18][N:19]([C:20]([CH2:21][CH2:22][CH2:23][CH3:24])=[O:25])[CH2:26][C:27]([C:28](=[O:29])[OH:30])([CH2:33][CH3:34])[CH2:35][CH3:36])[cH:16][cH:17]2)[cH:8][cH:9][cH:10][cH:11]1.